Dataset: the Open Reaction Database (ORD), a public repository of structured organic reaction records. Task: describe an organic reaction: reactants, conditions, products, and yield Reactants: COC(=O)Cc1cccc(NC(=O)c2ccc(Br)o2)c1, OB(O)c1ccccc1C(F)(F)F. The product is COC(=O)Cc1cccc(NC(=O)c2ccc(-c3ccccc3C(F)(F)F)o2)c1. RXN SMILES: [CH3:1][O:2][C:3]([CH2:4][c:5]1[cH:6][c:7]([NH:11][C:12](=[O:13])[c:14]2[o:15][c:16]([Br:19])[cH:17][cH:18]2)[cH:8][cH:9][cH:10]1)=[O:20].[F:21][C:22]([c:23]1[c:24]([B:29]([OH:30])[OH:31])[cH:25][cH:26][cH:27][cH:28]1)([F:32])[F:33]>>[CH3:1][O:2][C:3]([CH2:4][c:5]1[cH:6][c:7]([NH:11][C:12](=[O:13])[c:14]2[o:15][c:16](-[c:24]3[c:23]([C:22]([F:21])([F:32])[F:33])[cH:28][cH:27][cH:26][cH:25]3)[cH:17][cH:18]2)[cH:8][cH:9][cH:10]1)=[O:20]. Starting materials: CC(C)(C)OC(=O)N1CCC(O)C1, C1CCC2=NCCCN2CC1, CCOC(=O)c1cn(C2CC2)c2c(F)c(F)c(F)cc2c1=O, [H-], [Na+], CN(C)C=O. Yields the product CCOC(=O)c1cn(C2CC2)c2c(F)c(OC3CCN(C(=O)OC(C)(C)C)C3)c(F)cc2c1=O. RXN SMILES: [C:23]([CH3:24])([CH3:25])([CH3:26])[O:27][C:28](=[O:29])[N:30]1[CH2:31][CH:32]([OH:35])[CH2:33][CH2:34]1.[CH2:36]1[CH2:37][CH2:38][C:39]2=[N:44][CH2:43][CH2:42][CH2:41][N:40]2[CH2:45][CH2:46]1.[CH:1]1([n:4]2[cH:5][c:6]([C:18](=[O:19])[O:20][CH2:21][CH3:22])[c:7](=[O:17])[c:8]3[cH:9][c:10]([F:16])[c:11]([F:15])[c:12]([F:14])[c:13]23)[CH2:2][CH2:3]1.[H-:47].[Na+:48].[O:49]=[CH:50][N:51]([CH3:52])[CH3:53]>>[CH:1]1([n:4]2[cH:5][c:6]([C:18](=[O:19])[O:20][CH2:21][CH3:22])[c:7](=[O:17])[c:8]3[cH:9][c:10]([F:16])[c:11]([O:35][CH:32]4[CH2:31][N:30]([C:28]([O:27][C:23]([CH3:24])([CH3:25])[CH3:26])=[O:29])[CH2:34][CH2:33]4)[c:12]([F:14])[c:13]23)[CH2:2][CH2:3]1. Product: COc1cc(Nc2ncc(Cc3ccccc3)o2)ccc1-n1cnc(C)c1. Starting materials: COc1cc(Br)ccc1-n1cnc(C)c1, Nc1ncc(Cc2ccccc2)o1. As a reaction SMILES: [Br:1][c:2]1[cH:3][c:4]([O:14][CH3:15])[c:5](-[n:8]2[cH:9][n:10][c:11]([CH3:13])[cH:12]2)[cH:6][cH:7]1.[CH2:16]([c:17]1[cH:18][cH:19][cH:20][cH:21][cH:22]1)[c:23]1[cH:24][n:25][c:26]([NH2:28])[o:27]1>>[c:2]1([NH:28][c:26]2[n:25][cH:24][c:23]([CH2:16][c:17]3[cH:18][cH:19][cH:20][cH:21][cH:22]3)[o:27]2)[cH:3][c:4]([O:14][CH3:15])[c:5](-[n:8]2[cH:9][n:10][c:11]([CH3:13])[cH:12]2)[cH:6][cH:7]1. Reactants: [H-].[Na+] (NaH), OC[C@@H]1CCC(O1)=O ((S)-(+)-dihydro-5-hydroxymethyl-2(3H)furanone), C(C1=CC=CC=C1)Br (benzyl bromide). Run in CN(C)C=O (DMF), CN(C)C=O (DMF). Conditions: time 2.5 hour. Product: C(C)(=O)OCC.CCCCCC (ethyl acetate hexane). The yield is 54.2%. RXN SMILES: [H-].[Na+].O[CH2:4][C@H:5]1[O:9][C:8](=[O:10])[CH2:7]C1.C(Br)[C:12]1[CH:17]=[CH:16][CH:15]=[CH:14][CH:13]=1>CN(C=O)C>[C:8]([O:9][CH2:5][CH3:4])(=[O:10])[CH3:7].[CH3:16][CH2:17][CH2:12][CH2:13][CH2:14][CH3:15] |f:0.1,5.6|. Reported procedure: 40 mL of DMF were added to 1.27 g (31.67 mmol, 60% dispersion in mineral oil) NaH and 5.26 g (31.67 mmol) KI at 0° C. under N2. A solution of 3.50 g (30.16 mmol) of (S)-(+)-dihydro-5-hydroxymethyl-2(3H)furanone (Aldrich) in 15 mL of DMF was then added drop wise. Slurry was allowed to warm to room temperature and stir for 2.5 hours, 5.4 mL (45.24 mmol) benzyl bromide were then added drop wise and mixture was heated to 50° C. and allowed to stir for 16 hours. Reaction was partitioned between 250 m... Reactants: O=C([O-])O, COc1ccc(N(CCCl)CCCl)cc1, Cl, [I-], [K+], CCCn1nnn(-c2ccc(N)cc2)c1=O, [Na+], OC1CCCCC1. The product is CCCn1nnn(-c2ccc(N3CCN(c4ccc(OC)cc4)CC3)cc2)c1=O. RXN SMILES: [C:42](=[O:43])([O-:44])[OH:45].[Cl:1][CH2:2][CH2:3][N:4]([c:5]1[cH:6][cH:7][c:8]([O:11][CH3:12])[cH:9][cH:10]1)[CH2:13][CH2:14][Cl:15].[ClH:16].[I-:34].[K+:33].[NH2:17][c:18]1[cH:19][cH:20][c:21](-[n:24]2[n:25][n:26][n:27]([CH2:30][CH2:31][CH3:32])[c:28]2=[O:29])[cH:22][cH:23]1.[Na+:46].[OH:35][CH:36]1[CH2:37][CH2:38][CH2:39][CH2:40][CH2:41]1>>[CH2:2]1[CH2:3][N:4]([c:5]2[cH:6][cH:7][c:8]([O:11][CH3:12])[cH:9][cH:10]2)[CH2:13][CH2:14][N:17]1[c:18]1[cH:19][cH:20][c:21](-[n:24]2[n:25][n:26][n:27]([CH2:30][CH2:31][CH3:32])[c:28]2=[O:29])[cH:22][cH:23]1. Starting materials: C1(=CC=CC=C1)C (toluene), known compound, NC1=CC(=C(C(=C1)C(C)(C)C)O)C(C)(C)C (4-amino-2,6-di-t-butylphenol), C1(C=2C(C(=O)O1)=CC=CC2)=O (phthalic anhydride). Run in C(C)OCC (diethyl ether), C(C)OCC (diethyl ether). Yields the product C(C)(C)(C)C=1C=C(C=C(C1O)C(C)(C)C)NC(=O)C1=C(C(=O)O)C=CC=C1 (2-[N-(3,5-Di-t-butyl-4-hydroxyphenyl)carbamoyl]benzoic Acid). As a reaction SMILES: [NH2:1][C:2]1[CH:7]=[C:6]([C:8]([CH3:11])([CH3:10])[CH3:9])[C:5]([OH:12])=[C:4]([C:13]([CH3:16])([CH3:15])[CH3:14])[CH:3]=1.[C:17]1(=[O:27])[O:22][C:20](=[O:21])[C:19]2=[CH:23][CH:24]=[CH:25][CH:26]=[C:18]12.C1(C)C=CC=CC=1>C(OCC)C>[C:8]([C:6]1[CH:7]=[C:2]([NH:1][C:17]([C:18]2[CH:26]=[CH:25][CH:24]=[CH:23][C:19]=2[C:20]([OH:22])=[O:21])=[O:27])[CH:3]=[C:4]([C:13]([CH3:16])([CH3:15])[CH3:14])[C:5]=1[OH:12])([CH3:9])([CH3:10])[CH3:11]. Procedure details: A solution of 5.60 g (0.03 mole) of the known compound 4-amino-2,6-di-t-butylphenol in 100 ml of diethyl ether was added dropwise over a period of twenty minutes to a solution of 4.44 g (0.03 mole) of phthalic anhydride in 200 ml of a 1:2 mixture of diethyl ether:toluene. The reaction mixture was stirred at room temperature for about sixteen hours. The resulting precipitate was collected, rinsed with a mixture of diethyl ether and hexane, and dried to give 6.8 g of a white solid. This material w... Reactants: ClC1=CC(=C(CN2N=CC3=CC(=CC=C23)\C=C/2\C(NC(S2)=O)=O)C=C1)C(F)(F)F ((5Z)-5-({1-[4-chloro-2-(trifluoromethyl)benzyl]-1H-indazol-5-yl}methylidene)-2,4-dioxo-1,3-thiazolidine), O[C@@H]1[C@@H](CCC1)C(=O)OCC (ethyl (1R,2S)-2-hydroxycyclopentanecarboxylate). The product is ClC1=CC(=C(CN2N=CC3=CC(=CC=C23)\C=C/2\C(N(C(S2)=O)[C@H]2[C@@H](CCC2)C(=O)OCC)=O)C=C1)C(F)(F)F (Ethyl (1R,2R)-2-[(5Z)-5-({1-[4-chloro-2-(trifluoromethyl)benzyl]-1H-indazol-5-yl}methylidene)-2,4-dioxo-1,3-thiazolidin-3-yl]cyclopentanecarboxylate). Procedure details: Ethyl (1R,2R)-2-[(5Z)-5-({1-[4-chloro-2-(trifluoromethyl)benzyl]-1H-indazol-5-yl}methylidene)-2,4-dioxo-1,3-thiazolidin-3-yl]cyclopentanecarboxylate was prepared from [(5Z)-5-({1-[4-chloro-2-(trifluoromethyl)benzyl]-1H-indazol-5-yl}methylidene)-2,4-dioxo-1,3-thiazolidine (from Example 1) and ethyl (1R,2S)-2-hydroxycyclopentanecarboxylate following General Procedure J. As a reaction SMILES: [Cl:1][C:2]1[CH:25]=[CH:24][C:5]([CH2:6][N:7]2[C:15]3[C:10](=[CH:11][C:12](/[CH:16]=[C:17]4/[C:18](=[O:23])[NH:19][C:20](=[O:22])[S:21]/4)=[CH:13][CH:14]=3)[CH:9]=[N:8]2)=[C:4]([C:26]([F:29])([F:28])[F:27])[CH:3]=1.O[C@H:31]1[CH2:35][CH2:34][CH2:33][C@H:32]1[C:36]([O:38][CH2:39][CH3:40])=[O:37]>>[Cl:1][C:2]1[CH:25]=[CH:24][C:5]([CH2:6][N:7]2[C:15]3[C:10](=[CH:11][C:12](/[CH:16]=[C:17]4/[C:18](=[O:23])[N:19]([C@@H:31]5[CH2:35][CH2:34][CH2:33][C@H:32]5[C:36]([O:38][CH2:39][CH3:40])=[O:37])[C:20](=[O:22])[S:21]/4)=[CH:13][CH:14]=3)[CH:9]=[N:8]2)=[C:4]([C:26]([F:27])([F:29])[F:28])[CH:3]=1. Starting materials: C(#N)C1=NN(C(=C1)O)C1=CC=CC=C1 (3-cyano-5-hydroxy-1-phenylpyrazole), ClC(F)F (chlorodifluoromethane), C=O (formalin), C(C)#N (acetonitrile). The solvent is [OH-].[K+] (potassium hydroxide), [OH-].[K+] (potassium hydroxide). Product: C(#N)C1=NN(C(=C1CO)OC(F)F)C1=CC=CC=C1 (3-cyano-5-difluoromethoxy-4-hydroxymethyl-1-phenylpyrazole). The yield is 65.5%. As a reaction SMILES: [C:1]([C:3]1[CH:7]=[C:6]([OH:8])[N:5]([C:9]2[CH:14]=[CH:13][CH:12]=[CH:11][CH:10]=2)[N:4]=1)#[N:2].[CH2:15]=[O:16].C(#N)C.Cl[CH:21]([F:23])[F:22]>[OH-].[K+]>[C:1]([C:3]1[C:7]([CH2:15][OH:16])=[C:6]([O:8][CH:21]([F:23])[F:22])[N:5]([C:9]2[CH:10]=[CH:11][CH:12]=[CH:13][CH:14]=2)[N:4]=1)#[N:2] |f:4.5|. Procedure: 18.5 g (0.10 mole) of the 3-cyano-5-hydroxy-1-phenylpyrazole synthesized in Reference Example 4 was dissolved in 35.0 g (0.15 mole) of a 24% aqueous potassium hydroxide solution. To the solution being stirred at room temperature was dropwise added 9.7 g (0.12 mole) of a 37% formalin solution, followed by stirring at the same temperature for 1 hour. Then, there were added 70.0 g (0.3 mole) of a 24% aqueous potassium hydroxide solution and 100 ml of acetonitrile. Therein was blown 17.3 g (0.20 mol... Starting materials: C(C)(=O)OC(C)=O (acetic anhydride), C(C1=CC=CC=C1)OC1=C(C(=O)NC2=C(C(=O)OC)C=CC(=C2)C2=CC=CC=C2)C=C(C=C1)OCCN1CCNCC1 (methyl 2-(2-(benzyloxy)-5-(2-(piperazin-1-yl)ethoxy)benzamido)-4-phenylbenzoate). The solvent is C(Cl)Cl (methylene chloride), N1=CC=CC=C1 (pyridine). Run at time 1 hour. Product: C(C)(=O)N1CCN(CC1)CCOC=1C=CC(=C(C(=O)NC2=C(C(=O)OC)C=CC(=C2)C2=CC=CC=C2)C1)OCC1=CC=CC=C1 (methyl 2-(5-(2-(4-acetylpiperazin-1-yl)ethoxy)-2-(benzyloxy)benzamido)-4-phenylbenzoate). RXN SMILES: [C:1](OC(=O)C)(=[O:3])[CH3:2].[CH2:8]([O:15][C:16]1[CH:40]=[CH:39][C:38]([O:41][CH2:42][CH2:43][N:44]2[CH2:49][CH2:48][NH:47][CH2:46][CH2:45]2)=[CH:37][C:17]=1[C:18]([NH:20][C:21]1[CH:30]=[C:29]([C:31]2[CH:36]=[CH:35][CH:34]=[CH:33][CH:32]=2)[CH:28]=[CH:27][C:22]=1[C:23]([O:25][CH3:26])=[O:24])=[O:19])[C:9]1[CH:14]=[CH:13][CH:12]=[CH:11][CH:10]=1>C(Cl)Cl.N1C=CC=CC=1>[C:1]([N:47]1[CH2:48][CH2:49][N:44]([CH2:43][CH2:42][O:41][C:38]2[CH:39]=[CH:40][C:16]([O:15][CH2:8][C:9]3[CH:10]=[CH:11][CH:12]=[CH:13][CH:14]=3)=[C:17]([CH:37]=2)[C:18]([NH:20][C:21]2[CH:30]=[C:29]([C:31]3[CH:36]=[CH:35][CH:34]=[CH:33][CH:32]=3)[CH:28]=[CH:27][C:22]=2[C:23]([O:25][CH3:26])=[O:24])=[O:19])[CH2:45][CH2:46]1)(=[O:3])[CH3:2]. Reported procedure: Under ice-cooling, acetic anhydride (0.025 mL) was added to a solution mixture of methyl 2-(2-(benzyloxy)-5-(2-(piperazin-1-yl)ethoxy)benzamido)-4-phenylbenzoate (0.12 g) in methylene chloride (2.4 mL) and pyridine (0.027 mL), followed by stirring at room temperature for 1 hour. The solvent was evaporated under reduced pressure, and a saturated aqueous solution of sodium bicarbonate and ethyl acetate were added to the residue. The organic layer was separated, washed with a saturated aqueous solu... Reactants: CC(=O)OO, COc1ccccc1, CCOCC, CC(=O)O, Ic1ccccc1, O, Cc1ccc(S(=O)(=O)O)cc1. Yields the product COc1ccc([IH+])cc1, Cc1ccc(S(=O)(=O)[O-])cc1. As a reaction SMILES: [C:1]([O:2][OH:4])(=[O:3])[CH3:5].[CH3:25][O:26][c:27]1[cH:28][cH:29][cH:30][cH:31][cH:32]1.[CH3:33][CH2:34][O:35][CH2:36][CH3:37].[CH3:38][C:39](=[O:40])[OH:41].[I:6][c:7]1[cH:8][cH:9][cH:10][cH:11][cH:12]1.[OH2:13].[c:14]1([CH3:24])[cH:15][cH:16][c:17]([S:20](=[O:21])(=[O:22])[OH:23])[cH:18][cH:19]1>>[CH3:1][O:3][c:10]1[cH:9][cH:8][c:7]([IH+:6])[cH:12][cH:11]1.[c:14]1([CH3:24])[cH:15][cH:16][c:17]([S:20](=[O:21])(=[O:22])[O-:23])[cH:18][cH:19]1.